From a dataset of the Open Reaction Database (ORD), a public repository of structured organic reaction records. describe an organic reaction: reactants, conditions, products, and yield The reactants are CSCc1cccc2cc[nH]c12, ClCCl, O=C(O)C(F)(F)F, CC(O)(c1ccc2sccc2c1)C1CC1. Product: CSCc1cccc2c(C(C)(c3ccc4sccc4c3)C3CC3)c[nH]c12. RXN SMILES: [CH3:23][S:24][CH2:25][c:26]1[cH:27][cH:28][cH:29][c:30]2[cH:31][cH:32][nH:33][c:34]12.[Cl:35][CH2:36][Cl:37].[OH:16][C:17]([C:18]([F:19])([F:20])[F:21])=[O:22].[s:1]1[cH:2][cH:3][c:4]2[c:5]1[cH:6][cH:7][c:8]([C:10]([CH3:11])([OH:12])[CH:13]1[CH2:14][CH2:15]1)[cH:9]2>>[s:1]1[cH:2][cH:3][c:4]2[c:5]1[cH:6][cH:7][c:8]([C:10]([CH3:11])([CH:13]1[CH2:14][CH2:15]1)[c:31]1[c:30]3[cH:29][cH:28][cH:27][c:26]([CH2:25][S:24][CH3:23])[c:34]3[nH:33][cH:32]1)[cH:9]2. Reactants: COC1=C(O)C=C(C(=C1OC)O)C (2,3-dimethoxy-5-methylhydroquinone), C1(=CC=CC=C1)C1CCC(=O)O1 (γ-phenyl-γ-butyrolactone), ice water. Solvent: polyphosphoric acid. Yields the product COC1=C(C2=C(C(CCC(O2)=O)C2=CC=CC=C2)C(=C1O)C)OC (8,9-Dimethoxy-7-hydroxy-6-methyl-5-phenyl-2-oxo-2,3,4,5-tetrahydrobenzoxepin). The yield is 18.6%. RXN SMILES: [CH3:1][O:2][C:3]1[C:9]([O:10][CH3:11])=[C:8]([OH:12])[C:7]([CH3:13])=[CH:6][C:4]=1[OH:5].[C:14]1([CH:20]2O[C:23](=[O:24])[CH2:22][CH2:21]2)[CH:19]=[CH:18][CH:17]=[CH:16][CH:15]=1>>[CH3:11][O:10][C:9]1[C:8]([OH:12])=[C:7]([CH3:13])[C:6]2[CH:20]([C:14]3[CH:19]=[CH:18][CH:17]=[CH:16][CH:15]=3)[CH2:21][CH2:22][C:23](=[O:24])[O:5][C:4]=2[C:3]=1[O:2][CH3:1]. Reported procedure: An amount of 18.4 g of 2,3-dimethoxy-5-methylhydroquinone and 16.2 g of γ-phenyl-γ-butyrolactone was stirred in 150 ml of polyphosphoric acid at room temperature for 5 hours. The reaction mixture obtained was poured into ice-water and extracted with ether, and the ether extract was washed with water and then dried over magnesium sulfate and concentrated. The concentrated residue was purified by silica gel column chromatography/hexaneethyl acetate (2:1), and thus 6.10 g (18.6%) of the desired com... Reactants: B1C2CCCC1CCC2 (9-BBN), solution, OO (hydrogen peroxide), C(C1=CC=CC=C1)N1[C@H](CN(CC1)CC1=CC=CC=C1)C=C ((S)-1,4-dibenzyl-2-vinylpiperazine), [OH-].[Na+] (sodium hydroxide). Run in O1CCCC1 (tetrahydrofuran), O1CCCC1 (tetrahydrofuran). Reaction conditions: time 8 hour. Yields the product C(C1=CC=CC=C1)N1[C@H](CN(CC1)CC1=CC=CC=C1)CCO ((S)-2-(1,4-Dibenzylpiperazin-2-yl)ethanol). Isolated yield 96.0%. As a reaction SMILES: [CH2:1]([N:8]1[CH2:13][CH2:12][N:11]([CH2:14][C:15]2[CH:20]=[CH:19][CH:18]=[CH:17][CH:16]=2)[CH2:10][C@@H:9]1[CH:21]=[CH2:22])[C:2]1[CH:7]=[CH:6][CH:5]=[CH:4][CH:3]=1.B1C2CCCC1CCC2.[OH:32]O.[OH-].[Na+]>O1CCCC1>[CH2:1]([N:8]1[CH2:13][CH2:12][N:11]([CH2:14][C:15]2[CH:20]=[CH:19][CH:18]=[CH:17][CH:16]=2)[CH2:10][C@@H:9]1[CH2:21][CH2:22][OH:32])[C:2]1[CH:3]=[CH:4][CH:5]=[CH:6][CH:7]=1 |f:3.4|. Procedure: Dissolve (S)-1,4-dibenzyl-2-vinylpiperazine (16.2 g, 55.5 mmol) in tetrahydrofuran (370 mL), add 9-BBN (0.56 L of a 0.5 M solution in tetrahydrofuran) via addition funnel, stir at room temperature overnight. Cool to 0° C. and treat with 30% aqueous hydrogen peroxide (195 mL), followed by 3N aqueous sodium hydroxide (195 mL). Allow to reach room temperature and stir for 24 h. Pour into separatory funnel, separate organic layer and remove solvent in vacuo. Take up residue in dichloromethane, add w... Starting materials: O (water), O (water), C(CCCCC)=O (hexanal). Product: C(CCCCC)O (Hexanol), C(CCCCC)(=O)O (hexanoic acid). As a reaction SMILES: [CH:1](=[O:7])[CH2:2][CH2:3][CH2:4][CH2:5][CH3:6].[OH2:8]>>[CH2:1]([OH:7])[CH2:2][CH2:3][CH2:4][CH2:5][CH3:6].[C:1]([OH:8])(=[O:7])[CH2:2][CH2:3][CH2:4][CH2:5][CH3:6]. Procedure: Many aldehydes form an azeotrope with water. For example, hexanal and water form an azeotrope that boils at 91° C. Hexanol and hexanoic acid likewise form azeotropes with water, which boil at 97.8° C. and 99.9° C., respectively. Despite the fact that the boiling points are close together, the distillation process is surprisingly free of problems. Pure fractions of alcohol and aldehyde can be collected. The reactants are C1(=CC=CC=C1)P(C1=CC=CC=C1)C1=CC=CC=C1 (Triphenylphosphine), CN(C=O)C (Dimethylformamide), BrC1=NC=CC(=C1)[C@H](CC)NS(=O)C(C)(C)C (2-methylpropane 2-sulfinic acid [(S)-1-(2-bromo-pyridin-4-yl)-propyl]-amide), CN(C=O)C (dimethylformamide). Reagents/catalysts: C(C)(=O)[O-].[Pd+2].C(C)(=O)[O-] (palladium acetate), [C-]#N.[Zn+2].[C-]#N (zinc cyanide). Run at temperature 140 celsius, time 1 hour. Yields the product C(#N)C1=NC=CC(=C1)[C@H](CC)NS(=O)C(C)(C)C (2-methyl-propane-2-sulfinic acid [(S)-1-(2-cyano-pyridin-4-yl)-propyl]-amide). Yield: 55.0%. Reaction SMILES: C1(P(C2C=CC=CC=2)C2C=CC=CC=2)C=CC=CC=1.Br[C:21]1[CH:26]=[C:25]([C@@H:27]([NH:30][S:31]([C:33]([CH3:36])([CH3:35])[CH3:34])=[O:32])[CH2:28][CH3:29])[CH:24]=[CH:23][N:22]=1.[CH3:37][N:38](C)C=O>C([O-])(=O)C.[Pd+2].C([O-])(=O)C.[C-]#N.[Zn+2].[C-]#N>[C:37]([C:21]1[CH:26]=[C:25]([C@@H:27]([NH:30][S:31]([C:33]([CH3:36])([CH3:35])[CH3:34])=[O:32])[CH2:28][CH3:29])[CH:24]=[CH:23][N:22]=1)#[N:38] |f:3.4.5,6.7.8|. Reported procedure: Triphenylphosphine (PS-resin bound, 287 mg) and palladium acetate (70 mg, 0.31 mmol) were combined in a pressure vial. Dimethylformamide (3 mL) was added. The vial was flushed with nitrogen and a septa was affixed. The mixture was stirred at room temp. for 1 h, then the septa was removed and zinc cyanide (367 mg, 3.13 mmol) was added, followed by 2-methylpropane 2-sulfinic acid [(S)-1-(2-bromo-pyridin-4-yl)-propyl]-amide (1.00 g, 3.13 mmol) in dimethylformamide (7 mL). The vial was again flushed... Reactants: N#Cc1nn(C2CCCCO2)c2cc(Br)ccc12, CCc1cc(OCOCC[Si](C)(C)C)c(F)cc1B1OC(C)(C)C(C)(C)O1, [K+], [K+], [K+], C1COCCO1, O, O=P([O-])([O-])[O-], [Pd], c1ccc(P(c2ccccc2)c2ccccc2)cc1, c1ccc(P(c2ccccc2)c2ccccc2)cc1, c1ccc(P(c2ccccc2)c2ccccc2)cc1, c1ccc(P(c2ccccc2)c2ccccc2)cc1. Product: CCc1cc(OCOCC[Si](C)(C)C)c(F)cc1-c1ccc2c(C#N)nn(C3CCCCO3)c2c1. RXN SMILES: [Br:1][c:2]1[cH:3][cH:4][c:5]2[c:6]([C:17]#[N:18])[n:7][n:8]([CH:11]3[O:12][CH2:13][CH2:14][CH2:15][CH2:16]3)[c:9]2[cH:10]1.[CH2:19]([CH3:20])[c:21]1[c:22]([B:37]2[O:38][C:39]([CH3:40])([CH3:41])[C:42]([CH3:43])([CH3:44])[O:45]2)[cH:23][c:24]([F:36])[c:25]([O:27][CH2:28][O:29][CH2:30][CH2:31][Si:32]([CH3:33])([CH3:34])[CH3:35])[cH:26]1.[K+:51].[K+:52].[K+:53].[O:54]1[CH2:55][CH2:56][O:57][CH2:58][CH2:59]1.[OH2:60].[P:46]([O-:47])([O-:48])([O-:49])=[O:50].[Pd:61].[c:100]1([P:101]([c:102]2[cH:103][cH:104][cH:105][cH:106][cH:107]2)[c:108]2[cH:109][cH:110][cH:111][cH:112][cH:113]2)[cH:114][cH:115][cH:116][cH:117][cH:118]1.[c:119]1([P:120]([c:121]2[cH:122][cH:123][cH:124][cH:125][cH:126]2)[c:127]2[cH:128][cH:129][cH:130][cH:131][cH:132]2)[cH:133][cH:134][cH:135][cH:136][cH:137]1.[c:62]1([P:63]([c:64]2[cH:65][cH:66][cH:67][cH:68][cH:69]2)[c:70]2[cH:71][cH:72][cH:73][cH:74][cH:75]2)[cH:76][cH:77][cH:78][cH:79][cH:80]1.[c:81]1([P:82]([c:83]2[cH:84][cH:85][cH:86][cH:87][cH:88]2)[c:89]2[cH:90][cH:91][cH:92][cH:93][cH:94]2)[cH:95][cH:96][cH:97][cH:98][cH:99]1>>[c:2]1(-[c:22]2[c:21]([CH2:19][CH3:20])[cH:26][c:25]([O:27][CH2:28][O:29][CH2:30][CH2:31][Si:32]([CH3:33])([CH3:34])[CH3:35])[c:24]([F:36])[cH:23]2)[cH:3][cH:4][c:5]2[c:6]([C:17]#[N:18])[n:7][n:8]([CH:11]3[O:12][CH2:13][CH2:14][CH2:15][CH2:16]3)[c:9]2[cH:10]1. Reactants: CC1=CC=CC2=C1NC(O2)=O (4-methyl-3H-benzoxazol-2-one), ClC1=NC=CC(=C1C)C(=O)C1=CC2=C(NC(O2)=O)C(=C1)C (6-(2-chloro-3-methyl-pyridine-4-carbonyl)-4-methyl-3H-benzoxazol-2-one), [Cl-].[Cl-].[Cl-].[Al+3] (aluminium trichloride), ice water. Reaction conditions: temperature 125 celsius. The product is ClC1=NC=C(C(=C1)C(=O)C1=CC2=C(NC(O2)=O)C(=C1)C)C (6-(2-chloro-5-methyl-pyridine-4-carbonyl)-4-methyl-3H-benzoxazol-2-one). Reaction SMILES: CC1C2NC(=O)OC=2C=CC=1.[Cl-:12].[Cl-].[Cl-].[Al+3].Cl[C:17]1[C:22]([CH3:23])=[C:21]([C:24]([C:26]2[CH:35]=[C:34]([CH3:36])[C:29]3[NH:30][C:31](=[O:33])[O:32][C:28]=3[CH:27]=2)=[O:25])[CH:20]=[CH:19][N:18]=1>>[Cl:12][C:19]1[CH:20]=[C:21]([C:24]([C:26]2[CH:35]=[C:34]([CH3:36])[C:29]3[NH:30][C:31](=[O:33])[O:32][C:28]=3[CH:27]=2)=[O:25])[C:22]([CH3:23])=[CH:17][N:18]=1 |f:1.2.3.4|. Reported procedure: 1.53 g (10.0 mmol) 3-methyl-1-oxy-isonicotinic acid were stirred with 9.32 mL (100 mmol) phosphorus oxychloride and boiled for 4 h. The reaction mixture was evaporated to dryness i. vac. and coevaporated twice with toluene. The crude product thus obtained (which was present in admixture with 2-chloro-3-methyl-isonicotinic acid chloride) was combined with 1.49 g (10.0 mmol) 4-methyl-3H-benzoxazol-2-one and 5.33 g (40.0 mmol) aluminium trichloride and heated to 125° C. for 1.5 h with stirring. The...